From a dataset of the Open Reaction Database (ORD), a public repository of structured organic reaction records. describe an organic reaction: reactants, conditions, products, and yield The reactants are FC(OC=1C=C2CC(C(C2=CC1)=O)N1C(=NC=C1)C(=O)OCC)(F)F (5-trifluoromethoxy-2-(2-ethoxycarbonyl-1H-imidazol-1-yl)indanone), C(C)(=O)[O-].[NH4+] (ammonium acetate). Solvent: C(C)(=O)O (acetic acid). Reaction conditions: temperature 20 celsius. Yields the product FC(OC1=CC=2CC3=C(NC(C=4N3C=CN4)=O)C2C=C1)(F)F (8-trifluoromethoxy-5H,10H-imidazo[1,2-a]indeno[1,2-e]pyrazine-4-one). Yield: 75.9%. As a reaction SMILES: [F:1][C:2]([F:25])([F:24])[O:3][C:4]1[CH:5]=[C:6]2[C:10](=[CH:11][CH:12]=1)[C:9](=O)[CH:8]([N:14]1[CH:18]=[CH:17][N:16]=[C:15]1[C:19](OCC)=[O:20])[CH2:7]2.C([O-])(=O)C.[NH4+:30]>C(O)(=O)C>[F:25][C:2]([F:1])([F:24])[O:3][C:4]1[CH:12]=[CH:11][C:10]2[C:9]3[NH:30][C:19](=[O:20])[C:15]4[N:14]([CH:18]=[CH:17][N:16]=4)[C:8]=3[CH2:7][C:6]=2[CH:5]=1 |f:1.2|. Procedure: 0.76 g of 5-trifluoromethoxy-2-(2-ethoxycarbonyl-1H-imidazol-1-yl)indanone and 19 g of ammonium acetate in 30 ml of acetic acid are heated at reflux for 45 minutes. After cooling to a temperature in the region of 20° C., the precipitate formed is filtered, washed with water and dried under reduced pressure (1 mm Hg, 0.13 kPa) at 40° C. There is obtained 0.5 g of 8-trifluoromethoxy-5H,10H-imidazo[1,2-a]indeno[1,2-e]pyrazine-4-one in the form of a beige powder, the melting point of which is greate... Starting materials: NC1=C(N=CN1)C(=O)OCC (ethyl 5-aminoimidazole-4-carboxylate), CN(C=CC(=O)C1=CC(=CC=C1)C(F)(F)F)C (3-dimethylamino-3'-trifluoromethylacrylophenone). The solvent is C(C)(=O)O (acetic acid). The product is FC(C1=CC(=CC=C1)C1=CC=NC=2N1C=NC2C(=O)OCC)(F)F (Ethyl 4-(α,α,α-trifluoro-m-tolyl)imidazolo[1,5-a]pyrimidine-8-carboxylate). As a reaction SMILES: [NH2:1][C:2]1[NH:6][CH:5]=[N:4][C:3]=1[C:7]([O:9][CH2:10][CH3:11])=[O:8].CN(C)[CH:14]=[CH:15][C:16]([C:18]1[CH:23]=[CH:22][CH:21]=[C:20]([C:24]([F:27])([F:26])[F:25])[CH:19]=1)=O>C(O)(=O)C>[F:25][C:24]([F:26])([F:27])[C:20]1[CH:21]=[CH:22][CH:23]=[C:18]([C:16]2[N:6]3[CH:5]=[N:4][C:3]([C:7]([O:9][CH2:10][CH3:11])=[O:8])=[C:2]3[N:1]=[CH:14][CH:15]=2)[CH:19]=1. Procedure details: A mixture of 1.55 g. of ethyl 5-aminoimidazole-4-carboxylate and 2.43 g. of 3-dimethylamino-3'-trifluoromethylacrylophenone in 25 ml. of glacial acetic acid is refluxed for 6 hours. On cooling the product crystallized from solution, m.p. 232°-234° C. Reactants: CCS, COc1c(Cl)cc(C(C)(C)N2CC(C)=C(c3ccccc3)C2=O)cc1Cl, Cl, [H-], [Na+], CN(C)C=O, O. The product is CC1=C(c2ccccc2)C(=O)N(C(C)(C)c2cc(Cl)c(O)c(Cl)c2)C1. RXN SMILES: [CH2:3]([SH:4])[CH3:5].[Cl:6][c:7]1[cH:8][c:9]([C:10]([CH3:11])([CH3:12])[N:13]2[C:14](=[O:25])[C:15]([c:19]3[cH:20][cH:21][cH:22][cH:23][cH:24]3)=[C:16]([CH3:18])[CH2:17]2)[cH:26][c:27]([Cl:31])[c:28]1[O:29][CH3:30].[ClH:32].[H-:1].[Na+:2].[O:34]=[CH:35][N:36]([CH3:37])[CH3:38].[OH2:33]>>[Cl:6][c:7]1[cH:8][c:9]([C:10]([CH3:11])([CH3:12])[N:13]2[C:14](=[O:25])[C:15]([c:19]3[cH:20][cH:21][cH:22][cH:23][cH:24]3)=[C:16]([CH3:18])[CH2:17]2)[cH:26][c:27]([Cl:31])[c:28]1[OH:29]. The reactants are OC1=C2C(=CC(OC2=CC(=C1)O)=O)CCC (5,7-dihydroxy-4-propylcoumarin), C(C(C)(C)C)(=O)Cl (pivaloyl chloride), N1=CC=CC=C1 (pyridine), C(C(C)(C)C)(=O)Cl (pivaloyl chloride). Solvent: C1CCOC1 (THF). Conditions: time 24 hour. Product: C(C(C)(C)C)(=O)OC1=C2C=C(C(OC2=CC(=C1)OC(C(C)(C)C)=O)=O)CCC (5,7-bis(pivaloyloxy) propylcoumarin). The yield is 98.0%. Reaction SMILES: [OH:1][C:2]1[CH:11]=[C:10]([OH:12])[CH:9]=[C:8]2[C:3]=1[C:4](CCC)=[CH:5][C:6](=[O:13])[O:7]2.[C:17](Cl)(=[O:22])[C:18]([CH3:21])([CH3:20])[CH3:19].N1[CH:29]=[CH:28][CH:27]=CC=1>C1COCC1>[C:17]([O:1][C:2]1[CH:11]=[C:10]([O:12][C:17](=[O:22])[C:18]([CH3:21])([CH3:20])[CH3:19])[CH:9]=[C:8]2[C:3]=1[CH:4]=[C:5]([CH2:29][CH2:28][CH3:27])[C:6](=[O:13])[O:7]2)(=[O:22])[C:18]([CH3:21])([CH3:20])[CH3:19]. Procedure: To a solution of 5,7-dihydroxy-4-propylcoumarin (2) (1.10 g, 5 mmol) in pyridine (12 mL) and THF (6 mL ) was added pivaloyl chloride (0.673 mL, 5.5 mmol) and the reaction mixture was allowed to stir at room temperature for 24 h. TLC revealed formation of a new less polar spot and unreacted starting material. In an effort to drive the reaction to completion, pivaloyl chloride (0.50 mL) was added and the reaction continued to stir at room temperature for another 72 h. The pyridinium hydrochloride ... Starting materials: [H][H] (hydrogen), [N+](=O)([O-])C=1C(=NC=2CCCCC2C1NCCOCCCC=1C=NC=CC1)OC1=CC=CC=C1 (3-nitro-2-phenoxy-N-[2-(3-pyridin-3-ylpropoxy)ethyl]-5,6,7,8-tetrahydroquinolin-4-amine), [H][H] (hydrogen). Reagents/catalysts: [Pt] (Pt/C), [Pt] (Pt/C). Run in C1(=CC=CC=C1)C (toluene). Conditions: time 4 hour. The product is O(C1=CC=CC=C1)C1=NC=2CCCCC2C(=C1N)NCCOCCCC=1C=NC=CC1 (2-phenoxy-N4-[2-(3-pyridin-3-ylpropoxy)ethyl]-5,6,7,8-tetrahydroquinoline-3,4-diamine). Yield: 74.0%. Reaction SMILES: [N+:1]([C:4]1[C:5]([O:27][C:28]2[CH:33]=[CH:32][CH:31]=[CH:30][CH:29]=2)=[N:6][C:7]2[CH2:8][CH2:9][CH2:10][CH2:11][C:12]=2[C:13]=1[NH:14][CH2:15][CH2:16][O:17][CH2:18][CH2:19][CH2:20][C:21]1[CH:22]=[N:23][CH:24]=[CH:25][CH:26]=1)([O-])=O.[H][H]>C1(C)C=CC=CC=1.[Pt]>[O:27]([C:5]1[C:4]([NH2:1])=[C:13]([NH:14][CH2:15][CH2:16][O:17][CH2:18][CH2:19][CH2:20][C:21]2[CH:22]=[N:23][CH:24]=[CH:25][CH:26]=2)[C:12]2[CH2:11][CH2:10][CH2:9][CH2:8][C:7]=2[N:6]=1)[C:28]1[CH:29]=[CH:30][CH:31]=[CH:32][CH:33]=1. Procedure details: A 500 mL Parr bottle was charged with a solution of 3-nitro-2-phenoxy-N-[2-(3-pyridin-3-ylpropoxy)ethyl]-5,6,7,8-tetrahydroquinolin-4-amine in toluene (150 mL) and 5% Pt/C catalyst (1.1 g), placed on Parr apparatus and charged with hydrogen (˜54 psi, 3.8 Kg/cm2). The reaction was allowed to shake for 4 hours, at which time the reaction was monitored by HPLC. The reaction was not complete. An additional 1.0 g 5% Pt/C catalyst was added to the Parr bottle, it was recharged with hydrogen and shaken... Starting materials: C(OC(C)C(C)Br)([O-])=O (1-Bromoethylethyl carbonate), CO\N=C(/C(=O)NC1[C@@H]2N(C(=C(CS2)CSC2=NC(=NS2)C)C(=O)[O-])C1=O)\C=1N=CSC1.[Na+] (sodium 7-[(Z)-2-methoxyimino-2-(thiazol-4-yl)acetamido]-3-(3-methyl-1,2,4-thiadiazol-5-yl)thiomethyl-3-cephem-4-carboxylate), C(C)(=O)OCC (ethyl acetate), O (water). The solvent is CN(C=O)C (dimethylformamide). Conditions: time 3 hour. The product is CO\N=C(/C(=O)NC1[C@@H]2N(C(=C(CS2)CSC2=NC(=NS2)C)C(=O)OC(C)OC(=O)OCC)C1=O)\C=1N=CSC1 (1-Ethoxycarbonyloxyethyl 7-[(Z)-2-methoxyimino-2-(thiazol-4-yl)acetamido]-3-(3-methyl-1,2,4-thiadiazol-5-yl)thiomethyl-3-cephem-4-carboxylate). RXN SMILES: [C:1](=[O:9])([O-:8])[O:2][CH:3](C(Br)C)[CH3:4].[CH3:10][O:11]/[N:12]=[C:13](/[C:37]1[N:38]=[CH:39][S:40][CH:41]=1)\[C:14]([NH:16][CH:17]1[C:35](=[O:36])[N:19]2[C:20]([C:32]([O-:34])=[O:33])=[C:21]([CH2:24][S:25][C:26]3[S:30][N:29]=[C:28]([CH3:31])[N:27]=3)[CH2:22][S:23][C@H:18]12)=[O:15].[Na+].[C:43](OCC)(=O)[CH3:44].O>CN(C)C=O>[CH3:10][O:11]/[N:12]=[C:13](/[C:37]1[N:38]=[CH:39][S:40][CH:41]=1)\[C:14]([NH:16][CH:17]1[C:35](=[O:36])[N:19]2[C:20]([C:32]([O:34][CH:43]([O:8][C:1]([O:2][CH2:3][CH3:4])=[O:9])[CH3:44])=[O:33])=[C:21]([CH2:24][S:25][C:26]3[S:30][N:29]=[C:28]([CH3:31])[N:27]=3)[CH2:22][S:23][C@H:18]12)=[O:15] |f:1.2|. Procedure: 1-Bromoethylethyl carbonate (472 mg) was added to a solution of sodium 7-[(Z)-2-methoxyimino-2-(thiazol-4-yl)acetamido]-3-(3-methyl-1,2,4-thiadiazol-5-yl)thiomethyl-3-cephem-4-carboxylate (536 mg) in dimethylformamide (5 ml) under cooling with ice. The mixture was stirred for 3 hr and then poured into a mixture of ethyl acetate (120 ml) and water (20 ml, adjusted to pH3 with dil. HCl) with stirring. The ethyl acetate layer was separated, washed successively with water (20 ml, adjusted to pH 3 wi... Starting materials: FC1=CC=C(C=C1)CCCCOC1=CC=C(C=C1)/C=C/C1=CC=CC=2C(C=C(OC21)C(=O)N)=O (8-[(E)-2-[4-[4-(4-fluorophenyl)butoxy]phenyl]ethen-1-yl]-4-oxo-4H-1-benzopyran-2-carboxamide), P(=O)(Cl)(Cl)Cl (phosphorous oxychloride). Run in CN(C)C=O (DMF). Product: FC1=CC=C(C=C1)CCCCOC1=CC=C(C=C1)/C=C/C1=CC=CC=2C(C=C(OC21)C#N)=O (8-[(E)-2-[4-[4-(4-Fluorophenyl)butoxy]phenyl]ethen-1-yl]-4-oxo-4H-1-benzopyran-2-carbonitrile). Isolated yield 95.0%. Reaction SMILES: [F:1][C:2]1[CH:7]=[CH:6][C:5]([CH2:8][CH2:9][CH2:10][CH2:11][O:12][C:13]2[CH:18]=[CH:17][C:16](/[CH:19]=[CH:20]/[C:21]3[C:30]4[O:29][C:28]([C:31]([NH2:33])=O)=[CH:27][C:26](=[O:34])[C:25]=4[CH:24]=[CH:23][CH:22]=3)=[CH:15][CH:14]=2)=[CH:4][CH:3]=1.P(Cl)(Cl)(Cl)=O>CN(C=O)C>[F:1][C:2]1[CH:7]=[CH:6][C:5]([CH2:8][CH2:9][CH2:10][CH2:11][O:12][C:13]2[CH:18]=[CH:17][C:16](/[CH:19]=[CH:20]/[C:21]3[C:30]4[O:29][C:28]([C:31]#[N:33])=[CH:27][C:26](=[O:34])[C:25]=4[CH:24]=[CH:23][CH:22]=3)=[CH:15][CH:14]=2)=[CH:4][CH:3]=1. Procedure: Following the process described in example 2 (point D), reacting 8-[(E)-2-[4-[4-(4-fluorophenyl)butoxy]phenyl]ethen-1-yl]-4-oxo-4H-1-benzopyran-2-carboxamide with phosphorous oxychloride in DMF for 0.5 h at 0° C., the title compound was prepared (95% yield).